Dataset: the Open Reaction Database (ORD), a public repository of structured organic reaction records. Task: describe an organic reaction: reactants, conditions, products, and yield Product: N#CSCOn1cc(Cl)cn1. Reaction SMILES: [CH2:16]([N+:17]([CH2:18][CH2:19][CH2:20][CH3:21])([CH2:22][CH2:23][CH2:24][CH3:25])[CH2:26][CH2:27][CH2:28][CH3:29])[CH2:30][CH2:31][CH3:32].[CH2:33]([Cl:34])[Cl:35].[Cl:10][CH2:11][S:12][C:13]#[N:14].[Cl:3][c:4]1[cH:5][n:6][n:7]([OH:9])[cH:8]1.[Na+:2].[OH-:15].[OH-:1]>>[Cl:3][c:4]1[cH:5][n:6][n:7]([O:9][CH2:11][S:12][C:13]#[N:14])[cH:8]1. The reactants are CCCC[N+](CCCC)(CCCC)CCCC, ClCCl, N#CSCCl, On1cc(Cl)cn1, [Na+], [OH-], [OH-]. Reactants: COc1cc(C(=O)N(C)OC)c2ccc(=O)n(CCN3CCC(N(Cc4ccc5c(c4)OCCO5)C(=O)OC(C)(C)C)CC3)c2c1, CC(C)C[Al+]CC(C)C, CCOC(C)=O, [Cl-], [H-], [NH4+], C1CCOC1, Cc1ccccc1. Product: COc1cc(C=O)c2ccc(=O)n(CCN3CCC(N(Cc4ccc5c(c4)OCCO5)C(=O)OC(C)(C)C)CC3)c2c1. As a reaction SMILES: [C:6]([CH3:7])([CH3:8])([CH3:9])[O:10][C:11]([N:12]([CH:13]1[CH2:14][CH2:15][N:16]([CH2:19][CH2:20][n:21]2[c:22](=[O:39])[cH:23][cH:24][c:25]3[c:26]([C:33]([N:34]([O:35][CH3:36])[CH3:37])=[O:38])[cH:27][c:28]([O:31][CH3:32])[cH:29][c:30]23)[CH2:17][CH2:18]1)[CH2:40][c:41]1[cH:42][c:43]2[c:44]([cH:49][cH:50]1)[O:45][CH2:46][CH2:47][O:48]2)=[O:51].[CH2:60]([Al+:61][CH2:62][CH:63]([CH3:64])[CH3:65])[CH:66]([CH3:67])[CH3:68].[CH3:71][CH2:72][O:73][C:74](=[O:75])[CH3:76].[Cl-:69].[H-:59].[NH4+:70].[O:1]1[CH2:2][CH2:3][CH2:4][CH2:5]1.[c:52]1([CH3:53])[cH:54][cH:55][cH:56][cH:57][cH:58]1>>[C:6]([CH3:7])([CH3:8])([CH3:9])[O:10][C:11]([N:12]([CH:13]1[CH2:14][CH2:15][N:16]([CH2:19][CH2:20][n:21]2[c:22](=[O:39])[cH:23][cH:24][c:25]3[c:26]([CH:33]=[O:38])[cH:27][c:28]([O:31][CH3:32])[cH:29][c:30]23)[CH2:17][CH2:18]1)[CH2:40][c:41]1[cH:42][c:43]2[c:44]([cH:49][cH:50]1)[O:45][CH2:46][CH2:47][O:48]2)=[O:51]. Starting materials: CB1OB(OB(O1)C)C (trimethylboroxine), BrC1=C(C=O)C=C(C=C1)OC (2-bromo-5-methoxybenzaldehyde), CB1OB(OB(O1)C)C (trimethylboroxine), C([O-])([O-])=O.[K+].[K+] (potassium carbonate). The reagents and catalysts are C=1C=CC(=CC1)[P](C=2C=CC=CC2)(C=3C=CC=CC3)[Pd]([P](C=4C=CC=CC4)(C=5C=CC=CC5)C=6C=CC=CC6)([P](C=7C=CC=CC7)(C=8C=CC=CC8)C=9C=CC=CC9)[P](C=1C=CC=CC1)(C=1C=CC=CC1)C=1C=CC=CC1 (tetrakis(triphenylphosphine)palladium(0)), C=1C=CC(=CC1)[P](C=2C=CC=CC2)(C=3C=CC=CC3)[Pd]([P](C=4C=CC=CC4)(C=5C=CC=CC5)C=6C=CC=CC6)([P](C=7C=CC=CC7)(C=8C=CC=CC8)C=9C=CC=CC9)[P](C=1C=CC=CC1)(C=1C=CC=CC1)C=1C=CC=CC1 (tetrakis(triphenylphosphine)palladium(0)). The solvent is O1CCOCC1 (1,4-dioxane). Yields the product COC=1C=CC(=C(C=O)C1)C (5-methoxy-2-methyl-benzaldehyde). The yield is 91.7%. Reaction SMILES: Br[C:2]1[CH:9]=[CH:8][C:7]([O:10][CH3:11])=[CH:6][C:3]=1[CH:4]=[O:5].[CH3:12]B1OB(C)OB(C)O1.C(=O)([O-])[O-].[K+].[K+]>O1CCOCC1.C1C=CC([P]([Pd]([P](C2C=CC=CC=2)(C2C=CC=CC=2)C2C=CC=CC=2)([P](C2C=CC=CC=2)(C2C=CC=CC=2)C2C=CC=CC=2)[P](C2C=CC=CC=2)(C2C=CC=CC=2)C2C=CC=CC=2)(C2C=CC=CC=2)C2C=CC=CC=2)=CC=1>[CH3:11][O:10][C:7]1[CH:8]=[CH:9][C:2]([CH3:12])=[C:3]([CH:6]=1)[CH:4]=[O:5] |f:2.3.4,^1:36,38,57,76|. Procedure: To a degassed solution of 2-bromo-5-methoxybenzaldehyde (1.5 g, 7.04 mmol, Fluorochem) and trimethylboroxine (0.98 mL, 7.04 mmol) in 1,4-dioxane (80 mL) was added potassium carbonate (2.91 g, 21.1 mmol) and tetrakis(triphenylphosphine)palladium(0) (0.813 g, 0.70 mmol). The mixture was heated under reflux for about 20 h, then more tetrakis(triphenylphosphine)palladium(0) (0.200 g, 0.17 mmol) and trimethylboroxine (0.25 mL, 1.8 mmol) were added and the mixture was heated under reflux for about ano... Reaction SMILES: [F:1][C:2]1[CH:3]=[C:4]([NH:9][C:10]2[CH:11]=[N:12][CH:13]=[CH:14][CH:15]=2)[C:5]([NH2:8])=[CH:6][CH:7]=1.[C:16]([O:20][C:21]([NH:23][C@@H:24]([CH2:28][CH3:29])[C:25](O)=[O:26])=[O:22])([CH3:19])([CH3:18])[CH3:17].C1C=NC2N(O)N=NC=2C=1.Cl.CN(C)CCCN=C=NCC>C(Cl)Cl>[C:16]([O:20][C:21](=[O:22])[NH:23][C@H:24]([C:25](=[O:26])[NH:8][C:5]1[CH:6]=[CH:7][C:2]([F:1])=[CH:3][C:4]=1[NH:9][C:10]1[CH:11]=[N:12][CH:13]=[CH:14][CH:15]=1)[CH2:28][CH3:29])([CH3:17])([CH3:18])[CH3:19] |f:3.4|. The yield is 74.5%. Solvent: C(Cl)Cl (DCM). Starting materials: FC=1C=C(C(=CC1)N)NC=1C=NC=CC1 (4-fluoro-N2-pyridin-3-ylbenzene-1,2-diamine), C(C)(C)(C)OC(=O)N[C@H](C(=O)O)CC ((S)-2-tertbutoxycarbonylaminobutyric acid), C1=CC2=C(N=C1)N(N=N2)O (HOAt), Cl.CN(CCCN=C=NCC)C (N-(3-dimethylaminopropyl)-N′-ethylcarbodiimide hydrochloride). Yields the product C(C)(C)(C)OC(N[C@@H](CC)C(NC1=C(C=C(C=C1)F)NC=1C=NC=CC1)=O)=O ({(S)-1-[4-fluoro-2-(pyridin-3-ylamino)phenylcarbamoyl]propyl}carbamic acid tert-butyl ester). Conditions: temperature 0 celsius, time 2 hour. Procedure details: To a solution of 4-fluoro-N2-pyridin-3-ylbenzene-1,2-diamine (0.594 g, 2.9 mmol) in DCM (18 mL) at 0° C. were added (S)-2-tertbutoxycarbonylaminobutyric acid (650 mg, 3.2 mmol), HOAt (440 mg, 3.2 mmol) and N-(3-dimethylaminopropyl)-N′-ethylcarbodiimide hydrochloride (610 mg, 3.2 mmol) and the reaction mixture stirred at 0° C. for 2 h. The crude mixture was partitioned between DCM and a saturated aqueous solution of NaHCO3. The organic phase was washed with brine, dried (MgSO4), concentrated in v... Starting materials: CCOC(=O)c1cc(-c2ccc(OC)cc2)n[nH]c1=O, CS(=O)(=O)OCC1CCCC1. The product is CCOC(=O)c1cc(-c2ccc(OC)cc2)nn(CC2CCCC2)c1=O. Reaction SMILES: [CH2:1]([CH3:2])[O:3][C:4](=[O:5])[c:6]1[c:7](=[O:20])[nH:8][n:9][c:10](-[c:12]2[cH:13][cH:14][c:15]([O:18][CH3:19])[cH:16][cH:17]2)[cH:11]1.[CH3:21][S:22]([O:23][CH2:26][CH:27]1[CH2:28][CH2:29][CH2:30][CH2:31]1)(=[O:24])=[O:25]>>[CH2:1]([CH3:2])[O:3][C:4](=[O:5])[c:6]1[c:7](=[O:20])[n:8]([CH2:26][CH:27]2[CH2:28][CH2:29][CH2:30][CH2:31]2)[n:9][c:10](-[c:12]2[cH:13][cH:14][c:15]([O:18][CH3:19])[cH:16][cH:17]2)[cH:11]1. Reactants: CC(C)(C)[Si](OCCC1(c2ccccc2)NN=C(c2cc(F)ccc2F)S1)(c1ccccc1)c1ccccc1, O=C(N=C=S)c1ccccc1, C1CCOC1. The product is CC(C)(C)[Si](OCCC1(c2ccccc2)SC(c2cc(F)ccc2F)=NN1C(=S)NC(=O)c1ccccc1)(c1ccccc1)c1ccccc1. RXN SMILES: [C:1]([CH3:2])([CH3:3])([CH3:4])[Si:5]([O:6][CH2:7][CH2:8][C:9]1([c:22]2[cH:23][cH:24][cH:25][cH:26][cH:27]2)[S:10][C:11]([c:14]2[c:15]([F:21])[cH:16][cH:17][c:18]([F:20])[cH:19]2)=[N:12][NH:13]1)([c:28]1[cH:29][cH:30][cH:31][cH:32][cH:33]1)[c:34]1[cH:35][cH:36][cH:37][cH:38][cH:39]1.[C:40]([c:41]1[cH:42][cH:43][cH:44][cH:45][cH:46]1)(=[O:47])[N:48]=[C:49]=[S:50].[CH2:51]1[O:52][CH2:53][CH2:54][CH2:55]1>>[C:1]([CH3:2])([CH3:3])([CH3:4])[Si:5]([O:6][CH2:7][CH2:8][C:9]1([c:22]2[cH:23][cH:24][cH:25][cH:26][cH:27]2)[S:10][C:11]([c:14]2[c:15]([F:21])[cH:16][cH:17][c:18]([F:20])[cH:19]2)=[N:12][N:13]1[C:49]([NH:48][C:40]([c:41]1[cH:42][cH:43][cH:44][cH:45][cH:46]1)=[O:47])=[S:50])([c:28]1[cH:29][cH:30][cH:31][cH:32][cH:33]1)[c:34]1[cH:35][cH:36][cH:37][cH:38][cH:39]1. Reactants: CCO, [Na+], [OH-], CCOC(=O)C(C)(C)c1cn2nc(NCCCN3CCC(NC(c4ccccc4)c4ccccc4)CC3)ccc2n1. The product is CC(C)(C(=O)O)c1cn2nc(NCCCN3CCC(NC(c4ccccc4)c4ccccc4)CC3)ccc2n1. Reaction SMILES: [CH3:44][CH2:45][OH:46].[Na+:43].[OH-:42].[c:1]1([CH:7]([c:8]2[cH:9][cH:10][cH:11][cH:12][cH:13]2)[NH:14][CH:15]2[CH2:16][CH2:17][N:18]([CH2:21][CH2:22][CH2:23][NH:24][c:25]3[cH:26][cH:27][c:28]4[n:29]([n:30]3)[cH:31][c:32]([C:34]([C:35](=[O:36])[O:37][CH2:38][CH3:39])([CH3:40])[CH3:41])[n:33]4)[CH2:19][CH2:20]2)[cH:2][cH:3][cH:4][cH:5][cH:6]1>>[c:1]1([CH:7]([c:8]2[cH:9][cH:10][cH:11][cH:12][cH:13]2)[NH:14][CH:15]2[CH2:16][CH2:17][N:18]([CH2:21][CH2:22][CH2:23][NH:24][c:25]3[cH:26][cH:27][c:28]4[n:29]([n:30]3)[cH:31][c:32]([C:34]([C:35](=[O:36])[OH:37])([CH3:40])[CH3:41])[n:33]4)[CH2:19][CH2:20]2)[cH:2][cH:3][cH:4][cH:5][cH:6]1.